This data is from the Open Reaction Database (ORD), a public repository of structured organic reaction records. The task is: describe an organic reaction: reactants, conditions, products, and yield The reactants are BrCC1(OC2=C(C1)C(=C(C(=C2C)C)N)C)C (2-bromomethyl-2,3-dihydro-2,4,6,7-tetramethyl-5-benzofuranamine), COC1=CC=C(C=C1)C(NC1CCNCC1)C1=CC=C(C=C1)OC (N-[bis(4-methoxyphenyl)methyl]-4-piperidinamine). Yields the product NC=1C(=C(C2=C(CC(O2)(C)CN2CCC(CC2)NC(C2=CC=C(C=C2)OC)C2=CC=C(C=C2)OC)C1C)C)C (1-[(5-Amino-2,3-dihydro-2,4,6,7-tetramethylbenzofuran-2-yl)methyl]-N-[bis(4-methoxyphenyl)methyl]-4-piperidinamine). Isolated yield 43.0%. As a reaction SMILES: Br[CH2:2][C:3]1([CH3:16])[CH2:7][C:6]2[C:8]([CH3:15])=[C:9]([NH2:14])[C:10]([CH3:13])=[C:11]([CH3:12])[C:5]=2[O:4]1.[CH3:17][O:18][C:19]1[CH:24]=[CH:23][C:22]([CH:25]([C:33]2[CH:38]=[CH:37][C:36]([O:39][CH3:40])=[CH:35][CH:34]=2)[NH:26][CH:27]2[CH2:32][CH2:31][NH:30][CH2:29][CH2:28]2)=[CH:21][CH:20]=1>>[NH2:14][C:9]1[C:10]([CH3:13])=[C:11]([CH3:12])[C:5]2[O:4][C:3]([CH2:2][N:30]3[CH2:31][CH2:32][CH:27]([NH:26][CH:25]([C:22]4[CH:21]=[CH:20][C:19]([O:18][CH3:17])=[CH:24][CH:23]=4)[C:33]4[CH:34]=[CH:35][C:36]([O:39][CH3:40])=[CH:37][CH:38]=4)[CH2:28][CH2:29]3)([CH3:16])[CH2:7][C:6]=2[C:8]=1[CH3:15]. Reported procedure: Starting with 2-bromomethyl-2,3-dihydro-2,4,6,7-tetramethyl-5-benzofuranamine and N-[bis(4-methoxyphenyl)methyl]-4-piperidinamine, the procedure of Example 53 was otherwise repeated to provide the title compound. Yield 43%. The reactants are O=C1CCC(=O)N1Br, CCNC(=O)c1cc(-c2cc(CCc3ccccc3)c(OCc3ccccc3)cc2OCc2ccccc2)on1, CC#N, [NH4+], O=[N+]([O-])[O-]. The product is CCNC(=O)c1noc(-c2cc(CCc3ccccc3)c(OCc3ccccc3)cc2OCc2ccccc2)c1Br. RXN SMILES: [Br:1][N:2]1[C:3](=[O:4])[CH2:5][CH2:6][C:7]1=[O:8].[CH2:9]([CH3:10])[NH:11][C:12](=[O:13])[c:14]1[n:15][o:16][c:17](-[c:19]2[c:20]([O:41][CH2:42][c:43]3[cH:44][cH:45][cH:46][cH:47][cH:48]3)[cH:21][c:22]([O:33][CH2:34][c:35]3[cH:36][cH:37][cH:38][cH:39][cH:40]3)[c:23]([CH2:25][CH2:26][c:27]3[cH:28][cH:29][cH:30][cH:31][cH:32]3)[cH:24]2)[cH:18]1.[CH3:54][C:55]#[N:56].[NH4+:49].[O-:50][N+:51](=[O:52])[O-:53]>>[Br:1][c:18]1[c:14]([C:12]([NH:11][CH2:9][CH3:10])=[O:13])[n:15][o:16][c:17]1-[c:19]1[c:20]([O:41][CH2:42][c:43]2[cH:44][cH:45][cH:46][cH:47][cH:48]2)[cH:21][c:22]([O:33][CH2:34][c:35]2[cH:36][cH:37][cH:38][cH:39][cH:40]2)[c:23]([CH2:25][CH2:26][c:27]2[cH:28][cH:29][cH:30][cH:31][cH:32]2)[cH:24]1. Starting materials: O=C(Cl)C1CC1, ClCCl, Nc1cnccn1, c1ccncc1. Product: O=C(Nc1cnccn1)C1CC1. RXN SMILES: [CH:8]1([C:11](=[O:12])[Cl:13])[CH2:9][CH2:10]1.[Cl:20][CH2:21][Cl:22].[NH2:1][c:2]1[n:3][cH:4][cH:5][n:6][cH:7]1.[cH:14]1[cH:15][cH:16][n:17][cH:18][cH:19]1>>[NH:1]([c:2]1[n:3][cH:4][cH:5][n:6][cH:7]1)[C:11]([CH:8]1[CH2:9][CH2:10]1)=[O:12]. Starting materials: C=CCOCC(N)C#N, C(=NC1CCCCC1)=NC1CCCCC1, C1COCCO1, CC(C)CC(=NO)C(=O)O. Product: C=CCOCC(C#N)NC(=O)C(CC(C)C)=NO. Reaction SMILES: [CH2:1]([CH:2]=[CH2:3])[O:4][CH2:5][CH:6]([C:7]#[N:8])[NH2:9].[CH:20]1([N:21]=[C:22]=[N:23][CH:24]2[CH2:25][CH2:26][CH2:27][CH2:28][CH2:29]2)[CH2:30][CH2:31][CH2:32][CH2:33][CH2:34]1.[O:35]1[CH2:36][CH2:37][O:38][CH2:39][CH2:40]1.[OH:10][N:11]=[C:12]([C:13](=[O:14])[OH:15])[CH2:16][CH:17]([CH3:18])[CH3:19]>>[CH2:1]([CH:2]=[CH2:3])[O:4][CH2:5][CH:6]([C:7]#[N:8])[NH:9][C:13]([C:12](=[N:11][OH:10])[CH2:16][CH:17]([CH3:18])[CH3:19])=[O:14]. Yields the product CCCc1nc(CC)c(C(=O)COc2ccccc2Oc2ccccc2)n1Cc1ccc(Br)cc1F. Reactants: CCCc1nc(CC)c(C(=O)CBr)n1Cc1ccc(Br)cc1F, CC(C)=O, [K+], [K+], O=C([O-])[O-], O, Oc1ccccc1Oc1ccccc1. RXN SMILES: [Br:21][c:22]1[cH:23][c:24]([F:43])[c:25]([CH2:26][n:27]2[c:28]([CH2:38][CH2:39][CH3:40])[n:29][c:30]([CH2:36][CH3:37])[c:31]2[C:32]([CH2:33][Br:34])=[O:35])[cH:41][cH:42]1.[CH3:45][C:46](=[O:47])[CH3:48].[K+:15].[K+:16].[O-:17][C:18]([O-:19])=[O:20].[OH2:44].[OH:1][c:2]1[cH:3][cH:4][cH:5][cH:6][c:7]1[O:8][c:9]1[cH:10][cH:11][cH:12][cH:13][cH:14]1>>[O:1]([c:2]1[cH:3][cH:4][cH:5][cH:6][c:7]1[O:8][c:9]1[cH:10][cH:11][cH:12][cH:13][cH:14]1)[CH2:33][C:32]([c:31]1[n:27]([CH2:26][c:25]2[c:24]([F:43])[cH:23][c:22]([Br:21])[cH:42][cH:41]2)[c:28]([CH2:38][CH2:39][CH3:40])[n:29][c:30]1[CH2:36][CH3:37])=[O:35]. As a reaction SMILES: [CH3:1][O:2][C:3]1[CH:8]=[CH:7][C:6]([CH3:9])=[CH:5][C:4]=1[C:10]1[N:15]=[C:14]([N:16]2[C:20]([C:21]([F:24])([F:23])[F:22])=[C:19]([C:25]([O:27][CH2:28][CH3:29])=[O:26])[CH:18]=[N:17]2)[CH:13]=[C:12]([N+:30]([O-])=O)[CH:11]=1.O.O.[Sn](Cl)Cl.NO.[Sn](Cl)Cl>CCOC(C)=O.[Pd].O.CN(C=O)C>[NH2:30][C:12]1[CH:11]=[C:10]([C:4]2[CH:5]=[C:6]([CH3:9])[CH:7]=[CH:8][C:3]=2[O:2][CH3:1])[N:15]=[C:14]([N:16]2[C:20]([C:21]([F:24])([F:23])[F:22])=[C:19]([C:25]([O:27][CH2:28][CH3:29])=[O:26])[CH:18]=[N:17]2)[CH:13]=1 |f:1.2.3|. Reagents/catalysts: [Pd] (Pd). Starting materials: [Sn](Cl)Cl (tin (II) chloride), COC1=C(C=C(C=C1)C)C1=CC(=CC(=N1)N1N=CC(=C1C(F)(F)F)C(=O)OCC)[N+](=O)[O-] (Ethyl 1-[6-(2-methoxy-5-methylphenyl)-4-nitropyridin-2-yl]-5-(trifluoromethyl)-1H-pyrazole 4-carboxylate), O.O.[Sn](Cl)Cl (tin (II) chloride dihydrate), NO (hydroxylamine). Run in CCOC(=O)C (EtOAc), O (Water), O (water), CN(C)C=O (DMF). The product is NC1=CC(=NC(=C1)C1=C(C=CC(=C1)C)OC)N1N=CC(=C1C(F)(F)F)C(=O)OCC (Ethyl 1-[4-amino-6-(2-methoxy-5-methylphenyl)pyridin-2-yl]-5-(trifluoromethyl)-1H-pyrazole-4-carboxylate). Conditions: temperature 70 celsius. Procedure details: A mixture of the title compound from Example 19 Step D (1.2 g, 2.7 mmol), DMF (15 mL), water (1.5 mL) and tin (II) chloride dihydrate (1.8 g, 7.9 mmol) was heated at 70° C. for 1.5 h, leading to reduction of the nitro group to the corresponding hydroxylamine. A second addition of tin (II) chloride dehydrate (2.4 g, 10.6 mmol) followed by heating at 100° C. overnight led to little progress. Water was added, and the reaction mixture was extracted with hexanes-EtOAc. The organic phase was separated... As a reaction SMILES: [CH2:1]([S:8][C:9]1[N:13]=[C:12]([SH:14])[NH:11][N:10]=1)[C:2]1[CH:7]=[CH:6][CH:5]=[CH:4][CH:3]=1.Br[CH:16]([CH3:20])[C:17]([OH:19])=[O:18].Cl.CCOCC>O.[OH-].[Na+]>[CH2:1]([S:8][C:9]1[N:13]=[C:12]([S:14][CH:16]([CH3:20])[C:17]([OH:19])=[O:18])[NH:11][N:10]=1)[C:2]1[CH:3]=[CH:4][CH:5]=[CH:6][CH:7]=1 |f:5.6|. The product is C(C1=CC=CC=C1)SC1=NNC(=N1)SC(C(=O)O)C (2-(3-Benzylthio-1,2,4-triazol-5-ylthio)propionic acid). Starting materials: BrC(C(=O)O)C (2-bromopropionic acid), C(C1=CC=CC=C1)SC1=NNC(=N1)S (3-Benzylthio-5-mercapto-1,2,4-triazole), CCOCC (ether), Cl (hydrochloric acid). Run at time 8 hour. Procedure: 3-Benzylthio-5-mercapto-1,2,4-triazole (56 g) was added with stirring and cooling to a solution of sodium hydroxide (10.1 g) in water (150 ml). A cold solution of 2-bromopropionic acid (38.4 g) in aqueous sodium hydroxide (10 g in 50 ml water) was added dropwise with stirring. The mixture was stirred for a further 6 hours at room temperature and allowed to stand overnight. After acidification with concentrated hydrochloric acid (30 ml), the precipitated white sticky solid was taken into ether. T... Run in [OH-].[Na+] (sodium hydroxide), O (water), [OH-].[Na+] (sodium hydroxide). Yield: 48.7%.